This data is from the Open Reaction Database (ORD), a public repository of structured organic reaction records. The task is: describe an organic reaction: reactants, conditions, products, and yield Reported procedure: A mixture of ethyl 2-[5-Fluoro-2-(3,4,5-trimethoxyphenyl)benzimidazolyl]acetate (11.99 mmole, 4.65 g) and potassium hydroxide (40 mmole, 2.24 g) in ethanol (80 ml) is stirred at reflux for 2 hours. The solvent is evaporated and the residue is charged with water (100 ml) and ether (100 ml). The aqueous layer is washed with ether (2×50 ml) and charged with concentrated HCl (pH 1). After 24 hours the colorless precipitate is filtered off and dried in vacuo (R1=(CH2)x—C(O)—OR4, x=1, R2=3,4,5-trimeth... The reactants are FC1=C(C2=C(N=C(N2)C2=CC(=C(C(=C2)OC)OC)OC)C=C1)CC(=O)OCC (ethyl 2-[5-Fluoro-2-(3,4,5-trimethoxyphenyl)benzimidazolyl]acetate), [OH-].[K+] (potassium hydroxide). As a reaction SMILES: [F:1][C:2]1[CH:22]=[CH:21][C:5]2[N:6]=[C:7]([C:9]3[CH:14]=[C:13]([O:15][CH3:16])[C:12]([O:17][CH3:18])=[C:11]([O:19][CH3:20])[CH:10]=3)[NH:8][C:4]=2[C:3]=1[CH2:23][C:24]([O:26]CC)=[O:25].[OH-].[K+]>C(O)C>[F:1][C:2]1[CH:22]=[CH:21][C:5]2[N:6]=[C:7]([C:9]3[CH:10]=[C:11]([O:19][CH3:20])[C:12]([O:17][CH3:18])=[C:13]([O:15][CH3:16])[CH:14]=3)[NH:8][C:4]=2[C:3]=1[CH2:23][C:24]([OH:26])=[O:25] |f:1.2|. Product: FC1=C(C2=C(N=C(N2)C2=CC(=C(C(=C2)OC)OC)OC)C=C1)CC(=O)O (2-[5-Fluoro-2-(3,4,5-Trimethoxyphenyl) Benzimidazolyl]Acetic Acid). The solvent is C(C)O (ethanol). Starting materials: [OH-].[Na+] (sodium hydroxide), Cl.COC=1C=C2CCNC(C2=CC1OC)=C(C#N)SCC(CN1CCOCC1)OC(C)=O (2-(6,7-dimethoxy-1,2,3,4-tetrahydro-1-isoquinolinylidene)-2-[2-acetoxy-3-(4-morpholinyl)propyl]mercaptoacetonitrile hydrochloride), product. Solvent: C(C)O (ethanol), C(C)O (ethanol). The product is Cl (hydrogen chloride), Cl.COC=1C=C2CCNC(C2=CC1OC)=C(C#N)SCC(CN1CCOCC1)O (2-(6,7-dimethoxy-1,2,3,4-tetrahydro-1-isoquinolinylidene)-2-[2-hydroxy-3-(4-morpholinyl)propyl]mercaptoacetonitrile hydrochloride). The yield is 182.5%. RXN SMILES: [OH-].[Na+].[ClH:3].[CH3:4][O:5][C:6]1[CH:7]=[C:8]2[C:13](=[CH:14][C:15]=1[O:16][CH3:17])[C:12](=[C:18]([S:21][CH2:22][CH:23]([O:31]C(=O)C)[CH2:24][N:25]1[CH2:30][CH2:29][O:28][CH2:27][CH2:26]1)[C:19]#[N:20])[NH:11][CH2:10][CH2:9]2>C(O)C>[ClH:3].[ClH:3].[CH3:4][O:5][C:6]1[CH:7]=[C:8]2[C:13](=[CH:14][C:15]=1[O:16][CH3:17])[C:12](=[C:18]([S:21][CH2:22][CH:23]([OH:31])[CH2:24][N:25]1[CH2:26][CH2:27][O:28][CH2:29][CH2:30]1)[C:19]#[N:20])[NH:11][CH2:10][CH2:9]2 |f:0.1,2.3,6.7|. Procedure: After adding 4 ml of 10% sodium hydroxide solution and 6 ml of ethanol to 0.48 g of 2-(6,7-dimethoxy-1,2,3,4-tetrahydro-1-isoquinolinylidene)-2-[2-acetoxy-3-(4-morpholinyl)propyl]mercaptoacetonitrile hydrochloride (product of Example 23), the reaction mixture is refluxed for 30 minutes, then ethanol is evaporated under reduced pressure. The oily residue crystallizes out, it is filtered, washed with water and dried. The product obtained is dissolved in 5 ml of abs. ethanol under heating and the s... The reactants are CC(C)(C)OC(N[C@@H]1[C@@H](N(C1=O)C1=CC=C(C=C1)OC)CON1C(C2=CC=CC=C2C1=O)=O)=O ([cis-2-[[(1,3-dihydro-1,3-dioxo-2H-isoindol-2-yl)oxy]methyl]-1-(4-methoxyphenyl)-4-oxo-3-azetidinyl]carbamic acid 1,1-dimethylethyl ester), O.C(C=O)(=O)O (glyoxylic acid monohydrate). Solvent: C1CCOC1 (THF). Run at time 1 hour. The product is CC(C)(OC(=O)N[C@@H]1[C@@H](NC1=O)CON=CC(=O)O)C ([[[cis-3-[[(1,1-dimethylethoxy)carbonyl]amino]-4-oxo-2-azetidinyl]methoxy]imino]acetic acid). The yield is 79.7%. As a reaction SMILES: [CH3:1][C:2]([O:5][C:6](=[O:34])[NH:7][C@H:8]1[C:11](=[O:12])[N:10](C2C=CC(OC)=CC=2)[C@H:9]1[CH2:21][O:22][N:23]1C(=O)C2C(=CC=CC=2)C1=O)([CH3:4])[CH3:3].O.[C:36]([OH:40])(=[O:39])[CH:37]=O>C1COCC1>[CH3:3][C:2]([CH3:4])([O:5][C:6]([NH:7][C@H:8]1[C:11](=[O:12])[NH:10][C@H:9]1[CH2:21][O:22][N:23]=[CH:37][C:36]([OH:40])=[O:39])=[O:34])[CH3:1] |f:1.2|. Reported procedure: A solution of the oxyamine produced in Example 1 (637 mg, 2.75 mmol) and glyoxylic acid monohydrate (295 mg, 3.20 mmol) in THF (25 ml) was allowed to stir for 1 hour. The solvent was removed under reduced pressure and the resulting solid triturated with a solution of methanol-methylene chloride (1:20) to afford [[[cis-3-[[(1,1-dimethylethoxy)carbonyl]amino]-4-oxo-2-azetidinyl]methoxy]imino]acetic acid (630 mg, 79%): IR (KBr) 3325, 2960, 1755, 1705, 1685, 1595, 1515, 1330, 1265, and 1155 cm-1 ; N... The reactants are N(=O)OCCCC (n-butyl nitrite), CCOCC (ether), NC=1C=CC(=NC1)C(=O)OC (methyl 5-aminopicolinate), F[B-](F)(F)F.[H+] (fluoroboric acid), N(=O)OCCCC (n-butyl nitrite). The solvent is C(C)O (ethanol). Reaction conditions: temperature -3 celsius. The product is FC=1C=CC(=NC1)C(=O)OC (methyl 5-fluoropicolinate). Reaction SMILES: N[C:2]1[CH:3]=[CH:4][C:5]([C:8]([O:10][CH3:11])=[O:9])=[N:6][CH:7]=1.N(OCCCC)=O.CCOCC.[F:24][B-](F)(F)F.[H+]>C(O)C>[F:24][C:2]1[CH:3]=[CH:4][C:5]([C:8]([O:10][CH3:11])=[O:9])=[N:6][CH:7]=1 |f:3.4|. Procedure: The methyl 5-aminopicolinate (2.2 g) is dissolved in 5.5 ml 48% fluoroboric acid and 20 ml 95% ethanol. This mixture is cooled, with stirring, to -3° C. and then 1.81 g n-butyl nitrite added dropwise. After a further one-half hour at -3° C., 0.5 ml n-butyl nitrite is added slowly and stirring continued for one-half hour at 0° C. After adding 20 ml ether carefully, the mixture is rapidly filtered, and the solid washed twice with cold hexane. The solid is suspended in 100 ml heptane, and the suspe... Starting materials: C1CCOC1, CO, O=C[O-], COC(=O)c1ccncc1-c1cccc([N+](=O)[O-])c1, [NH4+]. As a reaction SMILES: [CH2:26]1[O:27][CH2:28][CH2:29][CH2:30]1.[CH3:20][OH:21].[CH:22]([O-:23])=[O:24].[N+:1]([O-:2])(=[O:3])[c:4]1[cH:5][c:6](-[c:10]2[c:11]([C:12](=[O:13])[O:14][CH3:15])[cH:16][cH:17][n:18][cH:19]2)[cH:7][cH:8][cH:9]1.[NH4+:25]>>[NH2:1][c:4]1[cH:5][c:6](-[c:10]2[c:11]([C:12](=[O:13])[O:14][CH3:15])[cH:16][cH:17][n:18][cH:19]2)[cH:7][cH:8][cH:9]1. The product is COC(=O)c1ccncc1-c1cccc(N)c1. Starting materials: OS(=O)(=O)C(F)(F)F (triflic acid), CSC(C)N(C)CCOCCCCC ((1-methylsulfanylethyl)(2-pentoxyethyl)methylamine), NC1=CC=C2C[C@H]([C@@H](C2=C1)NC(=O)C1=CC=C(C=C1)C1=CC=CC=C1)O (biphenyl-4-carboxylic acid (R)-(6-amino-2(R)-hydroxyindan-1-yl)amide). The solvent is N1=CC=CC=C1 (pyridine). Conditions: time 22 hour. Product: C(CCCC)OCCN(C(C)=NC1=CC=C2C[C@H]([C@@H](C2=C1)NC(=O)C1(CC=CC=C1)C1=CC=CC=C1)O)C (Biphenyl-1-carboxylic acid (R)-(6-(1-((2-pentoxyethyl)methylamino)ethylideneamino)-2(R)-hydroxyindan-1-yl)amide). The yield is 21.7%. As a reaction SMILES: OS(C(F)(F)F)(=O)=O.CS[CH:11]([N:13]([CH2:15][CH2:16][O:17][CH2:18][CH2:19][CH2:20][CH2:21][CH3:22])[CH3:14])[CH3:12].[NH2:23][C:24]1[CH:32]=[C:31]2[C:27]([CH2:28][C@@H:29]([OH:48])[C@@H:30]2[NH:33][C:34]([C:36]2[CH:41]=[CH:40][C:39](C3C=CC=CC=3)=[CH:38][CH:37]=2)=[O:35])=[CH:26][CH:25]=1>N1C=CC=CC=1>[CH2:18]([O:17][CH2:16][CH2:15][N:13]([CH3:14])[C:11](=[N:23][C:24]1[CH:32]=[C:31]2[C:27]([CH2:28][C@@H:29]([OH:48])[C@@H:30]2[NH:33][C:34]([C:36]2([C:24]3[CH:32]=[CH:31][CH:27]=[CH:26][CH:25]=3)[CH:37]=[CH:38][CH:39]=[CH:40][CH2:41]2)=[O:35])=[CH:26][CH:25]=1)[CH3:12])[CH2:19][CH2:20][CH2:21][CH3:22]. Reported procedure: Dissolve the crude triflic acid salt of (1-methylsulfanylethyl)(2-pentoxyethyl)methylamine (192.1 mg, 0.523 mmol) and biphenyl-4-carboxylic acid (R)-(6-amino-2(R)-hydroxyindan-1-yl)amide (170.8 mg, 0.496 mmol) in 10 mL pyridine and allow it to stir for 22 hours. Remove the solvent in vacuo and partition the residue between methylene chloride and saturated aqueous sodium hydrogen carbonate. Dry the organic layer with magnesium sulfate. Filter and remove the solvent in vacuo to give 112.3 mg of cr... The product is FC1=CC=C(CNC2CCCC2)C=C1 (N-4-fluorobenzyl-N-cyclopentylamine). Starting materials: CO (methanol), [BH4-].[Na+] (sodium borohydride), O (H2O), C1(CCCC1)N=CC1=CC=C(C=C1)F (4-fluorobenzaldehyde-cyclopentylimide). Run in C(Cl)Cl (methylene chloride). Procedure: 160 ml of methanol are added to 18.2 g of sodium borohydride. 90.7 g of 4-fluorobenzaldehyde-cyclopentylimide are added dropwise at 10°-15° C., while cooling with ice and stirring, and the mixture was then stirred for 1.5 hours at room temperature. 120 ml of H2O and 150 ml of methylene chloride were then added, the methylene chloride phase was separated off, and the aqueous phase was further extracted twice with CH2Cl2. The combined methylene chloride phases were washed with water and dried with... Yield: 93.7%. RXN SMILES: CO.[BH4-].[Na+].[CH:5]1([N:10]=[CH:11][C:12]2[CH:17]=[CH:16][C:15]([F:18])=[CH:14][CH:13]=2)[CH2:9][CH2:8][CH2:7][CH2:6]1.O>C(Cl)Cl>[F:18][C:15]1[CH:14]=[CH:13][C:12]([CH2:11][NH:10][CH:5]2[CH2:9][CH2:8][CH2:7][CH2:6]2)=[CH:17][CH:16]=1 |f:1.2|. Reactants: Br, O=S(=O)(Cl)c1ccc(Oc2ccc(Cl)cc2)cc1, ClCCl, NC1CCCN(OCc2ccccc2)C1=O, O. The product is O=C1C(NS(=O)(=O)c2ccc(Oc3ccc(Cl)cc3)cc2)CCCN1OCc1ccccc1. Reaction SMILES: [BrH:1].[Cl:18][c:19]1[cH:20][cH:21][c:22]([O:23][c:24]2[cH:25][cH:26][c:27]([S:30](=[O:31])(=[O:32])[Cl:33])[cH:28][cH:29]2)[cH:34][cH:35]1.[Cl:36][CH2:37][Cl:38].[NH2:2][CH:3]1[C:4](=[O:17])[N:5]([O:9][CH2:10][c:11]2[cH:12][cH:13][cH:14][cH:15][cH:16]2)[CH2:6][CH2:7][CH2:8]1.[OH2:39]>>[NH:2]([CH:3]1[C:4](=[O:17])[N:5]([O:9][CH2:10][c:11]2[cH:12][cH:13][cH:14][cH:15][cH:16]2)[CH2:6][CH2:7][CH2:8]1)[S:30]([c:27]1[cH:26][cH:25][c:24]([O:23][c:22]2[cH:21][cH:20][c:19]([Cl:18])[cH:35][cH:34]2)[cH:29][cH:28]1)(=[O:31])=[O:32]. Reactants: ClC1=NC(=C2N=CN(C2=N1)[C@H]1[C@@H]([C@@H]([C@H](C1)N1N=C(N=N1)CC)O)O)NCC(C1=CC=CC=C1)C1=CC=CC=C1 ((1R,2S,3R,5S)-3-[2-chloro-6-(2,2-diphenyl-ethylamino)-purin-9-yl]-5-(5-ethyl-tetrazol-2-yl)-cyclopentane-1,2-diol), FC(C(=O)O)(F)F.C1(=CC=CC=C1)C(CNC1=C2N=CN(C2=NC(=N1)NCCN1CCCCC1)[C@H]1[C@@H]([C@@H]([C@H](C1)N1N=CC(=C1)CO)O)O)C1=CC=CC=C1 ((1R,2S,3R,5S)-3-[6-(2,2-Diphenyl-ethylamino)-2-(2-piperidin-1-yl-ethylamino)-purin-9-yl]-5-(4-hydroxymethyl-pyrazol-1-yl)-cyclopentane-1,2-diol trifluoroacetate), C(=O)(OC(C)(C)C)N[C@H]1CNCC1 ((3R)-(+)-3-(BOC-amino)pyrrolidine). Product: FC(C(=O)O)(F)F.C(C)(C)(C)OC(N[C@H]1CN(CC1)C1=NC(=C2N=CN(C2=N1)[C@H]1[C@@H]([C@@H]([C@H](C1)N1N=C(N=N1)CC)O)O)NCC(C1=CC=CC=C1)C1=CC=CC=C1)=O (((R)-1-{6-(2,2-Diphenyl-ethylamino)-9-[(1R,2S,3R,4S)-4-(5-ethyl-tetrazol-2-yl)-2,3-dihydroxy-cyclopentyl]-9H-purin-2-yl}-pyrrolidin-3-yl)-carbamic acid tert-butyl ester trifluoroacetate). RXN SMILES: Cl[C:2]1[N:10]=[C:9]2[C:5]([N:6]=[CH:7][N:8]2[C@@H:11]2[CH2:15][C@H:14]([N:16]3[N:20]=[N:19][C:18]([CH2:21][CH3:22])=[N:17]3)[C@@H:13]([OH:23])[C@H:12]2[OH:24])=[C:4]([NH:25][CH2:26][CH:27]([C:34]2[CH:39]=[CH:38][CH:37]=[CH:36][CH:35]=2)[C:28]2[CH:33]=[CH:32][CH:31]=[CH:30][CH:29]=2)[N:3]=1.[F:40][C:41]([F:46])([F:45])[C:42]([OH:44])=[O:43].C1(C(C2C=CC=CC=2)CNC2N=C(NCCN3CCCCC3)N=C3C=2N=CN3[C@@H]2C[C@H](N3C=C(CO)C=N3)[C@@H](O)[C@H]2O)C=CC=CC=1.[C:94]([NH:101][C@@H:102]1[CH2:106][CH2:105][NH:104][CH2:103]1)([O:96][C:97]([CH3:100])([CH3:99])[CH3:98])=[O:95]>>[F:40][C:41]([F:46])([F:45])[C:42]([OH:44])=[O:43].[C:97]([O:96][C:94](=[O:95])[NH:101][C@@H:102]1[CH2:106][CH2:105][N:104]([C:2]2[N:10]=[C:9]3[C:5]([N:6]=[CH:7][N:8]3[C@@H:11]3[CH2:15][C@H:14]([N:16]4[N:20]=[N:19][C:18]([CH2:21][CH3:22])=[N:17]4)[C@@H:13]([OH:23])[C@H:12]3[OH:24])=[C:4]([NH:25][CH2:26][CH:27]([C:28]3[CH:33]=[CH:32][CH:31]=[CH:30][CH:29]=3)[C:34]3[CH:39]=[CH:38][CH:37]=[CH:36][CH:35]=3)[N:3]=2)[CH2:103]1)([CH3:100])([CH3:98])[CH3:99] |f:1.2,4.5|. Procedure: This compound is prepared from (1R,2S,3R,5S)-3-[2-chloro-6-(2,2-diphenyl-ethylamino)-purin-9-yl]-5-(5-ethyl-tetrazol-2-yl)-cyclopentane-1,2-diol (BA6) using a procedure analogous to that of (1R,2S,3R,5S)-3-[6-(2,2-diphenyl-ethylamino)-2-(2-piperidin-1-yl-ethylamino)-purin-9-yl]-5-(4-hydroxymethyl-pyrazol-1-yl)-cyclopentane-1,2-diol trifluoroacetate (Example 46) replacing 1-(2-amino-ethyl)piperidine with (3R)-(+)-3-(BOC-amino)pyrrolidine. MS (ES+) m/e 696 (MH+).